describe an organic reaction: reactants, conditions, products, and yield From a dataset of the Open Reaction Database (ORD), a public repository of structured organic reaction records. Procedure: To 2,6-dichloro-3-methoxyquinoxaline (4.00 g, 17.5 mmol) dissolved in dimethyl-sulfoxide (40 ml), 2,4-dimethoxybenzylamine (14.6 g, 87.3 mmol) was added at room temperature. The mixture was stirred at room temperature for 36 hours and then water was added thereto. The product was extracted with ethyl acetate and the organic layer was washed with water and dried over MgSO4. After concentration under the reduced pressure, the crude product was purified by SiO2 column chromatography. Extraction of ... Run in CS(=O)C (dimethyl-sulfoxide). Yield: 78.3%. Run at time 36 hour. Reaction SMILES: Cl[C:2]1[C:11]([O:12][CH3:13])=[N:10][C:9]2[C:4](=[CH:5][CH:6]=[C:7]([Cl:14])[CH:8]=2)[N:3]=1.[CH3:15][O:16][C:17]1[CH:24]=[C:23]([O:25][CH3:26])[CH:22]=[CH:21][C:18]=1[CH2:19][NH2:20].O>CS(C)=O>[Cl:14][C:7]1[CH:8]=[C:9]2[C:4](=[CH:5][CH:6]=1)[N:3]=[C:2]([NH:20][CH2:19][C:18]1[CH:21]=[CH:22][C:23]([O:25][CH3:26])=[CH:24][C:17]=1[O:16][CH3:15])[C:11]([O:12][CH3:13])=[N:10]2. Product: ClC=1C=C2N=C(C(=NC2=CC1)NCC1=C(C=C(C=C1)OC)OC)OC (6-Chloro-2-(2,4-dimethoxybenzylamino)-3-methoxyquinoxaline). Starting materials: COC1=C(CN)C=CC(=C1)OC (2,4-dimethoxybenzylamine), ClC1=NC2=CC=C(C=C2N=C1OC)Cl (2,6-dichloro-3-methoxyquinoxaline), O (water). The reactants are C(CC)C(CO)CO (2-Propyl-1,3-propanediol), FC(C1=CC=C(C=C1)CCC=O)(F)F (3-(4-trifluoromethylphenyl)propanal). Solvent: C1(=CC=CC=C1)C (toluene). Product: C(CC)C1COC(OC1)CCC1=CC=C(C=C1)C(F)(F)F (5-propyl-2-(2-(4-trifluoromethylphenyl)ethyl)-1,3-dioxane). Isolated yield 36.1%. As a reaction SMILES: [CH2:1]([CH:4]([CH2:7][OH:8])[CH2:5][OH:6])[CH2:2][CH3:3].[F:9][C:10]([F:22])([F:21])[C:11]1[CH:16]=[CH:15][C:14]([CH2:17][CH2:18][CH:19]=O)=[CH:13][CH:12]=1>C1(C)C=CC=CC=1>[CH2:1]([CH:4]1[CH2:7][O:8][CH:19]([CH2:18][CH2:17][C:14]2[CH:15]=[CH:16][C:11]([C:10]([F:9])([F:21])[F:22])=[CH:12][CH:13]=2)[O:6][CH2:5]1)[CH2:2][CH3:3]. Reported procedure: 2-Propyl-1,3-propanediol 17.4 g (147 mol) and the above 3-(4-trifluoromethylphenyl)propanal 20.0 g (98.9 mmol) were dissolved in toluene 200 ml, and PTS 1 g was added, and the mixture was refluxed with heating for 3 hours while removing water formed with Dien-Stark. The reactant was washed with a saturated sodium bicarbonate aqueous solution, and then with saturated sodium chloride aqueous solution, and dried over anhydrous magnesium sulfate, and the solvent was distilled off. The residue was pu...